This data is from the Open Reaction Database (ORD), a public repository of structured organic reaction records. The task is: describe an organic reaction: reactants, conditions, products, and yield Starting materials: BrC=1C(=NC=NC1N1CCN(CC1)C(CN(C)C)C1=CC=C(C=C1)C(F)(F)F)N (5-bromo-6-{4-[2-dimethylamino-1-(4-trifluoromethyl-phenyl)-ethyl]-piperazin-1-yl}-pyrimidin-4-ylamine), C1(=CC=CC=C1)C (toluene), O (water), C1(CC1)[B-](F)(F)F.[K+] (potassium cyclopropyltrifluoroborate), C([O-])([O-])=O.[Cs+].[Cs+] (cesium carbonate), C1(=CC=CC=C1)P(C1=CC=CC=2C(C3=CC=CC(=C3OC12)P(C1=CC=CC=C1)C1=CC=CC=C1)(C)C)C1=CC=CC=C1 (4,5-bis(diphenylphosphino)-9,9-dimethylxanthene). The reagents and catalysts are C(C)(=O)[O-].[Pd+2].C(C)(=O)[O-] (palladium(ii) acetate). Yields the product C1(CC1)C=1C(=NC=NC1N1CCN(CC1)C(CN(C)C)C1=CC=C(C=C1)C(F)(F)F)N (5-Cyclopropyl-6-(4-(2-(dimethylamino)-1-(4-(trifluoromethyl)phenyl)ethyl)piperazin-1-yl)pyrimidin-4-amine). RXN SMILES: Br[C:2]1[C:3]([NH2:29])=[N:4][CH:5]=[N:6][C:7]=1[N:8]1[CH2:13][CH2:12][N:11]([CH:14]([C:19]2[CH:24]=[CH:23][C:22]([C:25]([F:28])([F:27])[F:26])=[CH:21][CH:20]=2)[CH2:15][N:16]([CH3:18])[CH3:17])[CH2:10][CH2:9]1.[C:30]1([CH3:36])C=CC=C[CH:31]=1.O.C1([B-](F)(F)F)CC1.[K+].C(=O)([O-])[O-].[Cs+].[Cs+].C1(P(C2C=CC=CC=2)C2C3OC4C(=CC=CC=4P(C4C=CC=CC=4)C4C=CC=CC=4)C(C)(C)C=3C=CC=2)C=CC=CC=1>C([O-])(=O)C.[Pd+2].C([O-])(=O)C>[CH:36]1([C:2]2[C:3]([NH2:29])=[N:4][CH:5]=[N:6][C:7]=2[N:8]2[CH2:13][CH2:12][N:11]([CH:14]([C:19]3[CH:24]=[CH:23][C:22]([C:25]([F:28])([F:27])[F:26])=[CH:21][CH:20]=3)[CH2:15][N:16]([CH3:18])[CH3:17])[CH2:10][CH2:9]2)[CH2:30][CH2:31]1 |f:3.4,5.6.7,9.10.11|. Procedure: In a microwave vial containing 5-bromo-6-{4-[2-dimethylamino-1-(4-trifluoromethyl-phenyl)-ethyl]-piperazin-1-yl}-pyrimidin-4-ylamine (84.00 mg; 0.18 mmol; 1.00 eq.) in toluene (3.00 ml; 28.23 mmol; 159.07 eq.) and water (0.30 ml; 16.65 mmol; 93.84 eq.) was added palladium(ii) acetate (3.98 mg; 0.02 mmol; 0.10 eq.), potassium cyclopropyltrifluoroborate (52.52 mg; 0.35 mmol; 2.00 eq.), cesium carbonate (127.21 mg; 0.39 mmol; 2.20 eq.) and 4,5-bis(diphenylphosphino)-9,9-dimethylxanthene (20.54 mg; ... Reactants: CCc1cc(Br)ccc1NS(C)(=O)=O, O=C([O-])[O-], CI, CN(C)C=O, [K+], [K+]. The product is CCc1cc(Br)ccc1N(C)S(C)(=O)=O. Reaction SMILES: [Br:3][c:4]1[cH:5][c:6]([CH2:15][CH3:16])[c:7]([NH:10][S:11](=[O:12])(=[O:13])[CH3:14])[cH:8][cH:9]1.[C:17](=[O:18])([O-:19])[O-:20].[CH3:1][I:2].[CH3:23][N:24]([CH3:25])[CH:26]=[O:27].[K+:21].[K+:22]>>[Br:3][c:4]1[cH:5][c:6]([CH2:15][CH3:16])[c:7]([N:10]([S:11](=[O:12])(=[O:13])[CH3:14])[CH3:17])[cH:8][cH:9]1. Starting materials: C1(=CC=C(C=C1)S(=O)(=O)Cl)C (4-toluenesulphonyl chloride), ClC1=CSC2=C1C1=C(OC[C@@H](O1)CO)C=C2 ((S)-9-chloro-2,3-dihydro-2-(hydroxymethyl)thieno[3,2-f][1,4]-benzodioxin), O (water). The reagents and catalysts are CN(C1=CC=NC=C1)C (4-Dimethylaminopyridine). Solvent: ClCCl (dichloromethane). Run at time 24 hour. Product: C1(=CC=C(C=C1)S(=O)(=O)OC[C@H]1OC2=C(OC1)C=CC1=C2C(=CS1)Cl)C ((S)-9-chloro-2,3-dihydrothieno[3,2-f]-1,4-benzodioxin-2-ylmethyl 4-toluene-sulphonate). Yield: 89.3%. As a reaction SMILES: [C:1]1([CH3:11])[CH:6]=[CH:5][C:4]([S:7](Cl)(=[O:9])=[O:8])=[CH:3][CH:2]=1.[Cl:12][C:13]1[C:17]2[C:18]3[O:23][C@@H:22]([CH2:24][OH:25])[CH2:21][O:20][C:19]=3[CH:26]=[CH:27][C:16]=2[S:15][CH:14]=1.O>CN(C)C1C=CN=CC=1.ClCCl>[C:1]1([CH3:11])[CH:6]=[CH:5][C:4]([S:7]([O:25][CH2:24][C@@H:22]2[CH2:21][O:20][C:19]3[CH:26]=[CH:27][C:16]4[S:15][CH:14]=[C:13]([Cl:12])[C:17]=4[C:18]=3[O:23]2)(=[O:9])=[O:8])=[CH:3][CH:2]=1. Reported procedure: 4-Dimethylaminopyridine (0.26 g) then 4-toluenesulphonyl chloride (0.40 g) were added to a stirred solution of (S)-9-chloro-2,3-dihydro-2-(hydroxymethyl)thieno[3,2-f][1,4]-benzodioxin (0.49 g) in dichloromethane (20 ml), and the mixture then stirred at ambient temperature for 24 hours. The resulting solution was poured into water (100 ml) and extracted with dichloromethane (150 ml). The resulting organic solution was then washed successively with saturated copper sulphate solution (2×100 ml) and... The reactants are BrC=1C=C2C=CC(=CC2=CC1)C(C(C)C)(O)C=1N=CN(C1)C(C1=CC=CC=C1)(C1=CC=CC=C1)C1=CC=CC=C1 (1-(6-Bromonaphthalen-2-yl)-2-methyl-1-(1-trityl-1H-imidazol-4-yl)-1-propanol), Cl.N1=CC=CC=C1 (pyridine hydrochloride), C(O)([O-])=O.[Na+] (sodium hydrogencarbonate). Solvent: CO (methanol). Reaction conditions: temperature 60 celsius, time 2 hour. Product: BrC=1C=C2C=CC(=CC2=CC1)C(C(C)C)(O)C=1N=CNC1 (1-(6-Bromonaphthalen-2-yl)-1-(1H-imidazol-4-yl)-2-methyl-1-propanol). Isolated yield 77.3%. RXN SMILES: [Br:1][C:2]1[CH:3]=[C:4]2[C:9](=[CH:10][CH:11]=1)[CH:8]=[C:7]([C:12]([C:17]1[N:18]=[CH:19][N:20](C(C3C=CC=CC=3)(C3C=CC=CC=3)C3C=CC=CC=3)[CH:21]=1)([OH:16])[CH:13]([CH3:15])[CH3:14])[CH:6]=[CH:5]2.Cl.N1C=CC=CC=1.C(=O)([O-])O.[Na+]>CO>[Br:1][C:2]1[CH:3]=[C:4]2[C:9](=[CH:10][CH:11]=1)[CH:8]=[C:7]([C:12]([C:17]1[N:18]=[CH:19][NH:20][CH:21]=1)([OH:16])[CH:13]([CH3:15])[CH3:14])[CH:6]=[CH:5]2 |f:1.2,3.4|. Reported procedure: 1-(6-Bromonaphthalen-2-yl)-2-methyl-1-(1-trityl-1H-imidazol-4-yl)-1-propanol (1.0 g) and pyridine hydrochloride (390 mg) were dissolved in methanol (8 ml). The solution was stirred at 60° C. for 2 h. The solution was cooled and neutralized with saturated aqueous solution of sodium hydrogencarbonate. The solvent was distilled off and the residue was filtered and washed with ethanol. The filtrate was concentrated, and the residue was purified by silica gel column chromatography (eluent, dichlorome... The reactants are C(C)OC(CC1=CC=C(C=C1)NC(=O)OC(C)(C)C)=O (ethyl-4-tert-butoxycarbonylaminophenylacetate), [OH-].[Na+] (sodium hydroxide). Solvent: CO (methanol). Yields the product C(C)(C)(C)OC(=O)NC1=CC=C(C=C1)CC(=O)O (4-t-butoxycarbonylaminophenylacetic acid). Yield: 63.5%. RXN SMILES: C([O:3][C:4](=[O:20])[CH2:5][C:6]1[CH:11]=[CH:10][C:9]([NH:12][C:13]([O:15][C:16]([CH3:19])([CH3:18])[CH3:17])=[O:14])=[CH:8][CH:7]=1)C.[OH-].[Na+]>CO>[C:16]([O:15][C:13]([NH:12][C:9]1[CH:8]=[CH:7][C:6]([CH2:5][C:4]([OH:20])=[O:3])=[CH:11][CH:10]=1)=[O:14])([CH3:19])([CH3:17])[CH3:18] |f:1.2|. Reported procedure: To 20 mL of a methanol solution containing 0.7 g of ethyl-4-tert-butoxycarbonylaminophenylacetate, 13 mL of 1M aqueous sodium hydroxide solution was added and stirred at room temperature for a day and night. The reaction liquid was concentrated under reduced pressure, and rendered acidic with 2M aqueous citric acid solution. The precipitated crystal was recovered by filtration under cooling with ice, to provide 0.40 g of 4-t-butoxycarbonylaminophenylacetic acid as pale yellow crystal. The compou... The reactants are resultant mixture, O (water), C(CCCCCCC)OC1=CC=C(C=O)C=C1 (4-octyloxybenzaldehyde), C1(=CC=CC=C1)CC#N (phenylacetonitrile), [OH-].[Na+] (sodium hydroxide). Solvent: CO (methanol). The product is C(CCCCCCC)OC1=CC=C(C=C1)C=C(C#N)C1=CC=CC=C1 (α-[[4-(octyloxy)phenyl]methylene]benzeneacetonitrile). Reaction SMILES: [CH2:1]([O:9][C:10]1[CH:17]=[CH:16][C:13]([CH:14]=O)=[CH:12][CH:11]=1)[CH2:2][CH2:3][CH2:4][CH2:5][CH2:6][CH2:7][CH3:8].[C:18]1([CH2:24][C:25]#[N:26])[CH:23]=[CH:22][CH:21]=[CH:20][CH:19]=1.[OH-].[Na+].O>CO>[CH2:1]([O:9][C:10]1[CH:17]=[CH:16][C:13]([CH:14]=[C:24]([C:18]2[CH:23]=[CH:22][CH:21]=[CH:20][CH:19]=2)[C:25]#[N:26])=[CH:12][CH:11]=1)[CH2:2][CH2:3][CH2:4][CH2:5][CH2:6][CH2:7][CH3:8] |f:2.3|. Procedure details: A solution of 117 g of 4-octyloxybenzaldehyde and 58.5 g of phenylacetonitrile in methanol was stirred at room temperature and aqueous (50 percent) sodium hydroxide was added dropwise. The addition of base was stopped upon formation of a precipitate and the resultant mixture was stirred overnight at room temperature. The mixture was then poured into a large volume of water and fitered to collect the solids which were washed with water to yield the intermediate, α-[[4-(octyloxy)phenyl]methylene]b... The reactants are C1(CC1)N1C2=C(N=C(C3=C1N=CC=C3)OS(=O)(=O)C(F)(F)F)C(=CC=N2)C (11-cyclopropyl-4-methyl-6-trifluoromethanesulfonyloxy-11H-dipyrido[3,2-b:2',3'-e][1,4]diazepine), N1C=NC=C1 (imidazole). The solvent is O1CCOCC1 (dioxan). Conditions: temperature 100 celsius. The product is C1(CC1)N1C2=C(N=C(C3=C1N=CC=C3)N3C=NC=C3)C(=CC=N2)C (11-Cyclopropyl-6-(1-imidazolyl)-4-methyl-11H-dipyrido[3,2-b:2',3'-e][1,4]diazepine). Yield: 40.0%. RXN SMILES: [CH:1]1([N:4]2[C:10]3[N:11]=[CH:12][CH:13]=[CH:14][C:9]=3[C:8](OS(C(F)(F)F)(=O)=O)=[N:7][C:6]3[C:23]([CH3:27])=[CH:24][CH:25]=[N:26][C:5]2=3)[CH2:3][CH2:2]1.[NH:28]1[CH:32]=[CH:31][N:30]=[CH:29]1>O1CCOCC1>[CH:1]1([N:4]2[C:10]3[N:11]=[CH:12][CH:13]=[CH:14][C:9]=3[C:8]([N:28]3[CH:32]=[CH:31][N:30]=[CH:29]3)=[N:7][C:6]3[C:23]([CH3:27])=[CH:24][CH:25]=[N:26][C:5]2=3)[CH2:3][CH2:2]1. Procedure: To a solution of 11-cyclopropyl-4-methyl-6-trifluoromethanesulfonyloxy-11H-dipyrido[3,2-b:2',3'-e][1,4]diazepine (0.12 g, 0.3 mmol) in dioxan (1 mL) was added imidazole (0.06 g, 0.88 mmol). The mixture was heated at 100° C. for 10 min. After cooling to room temperature, the reaction mixture was diluted with ethyl adetate, washed with water, dried over sodium sulfate, filtered and concentrated. The residue was fractionated by preparative layer chromatography (silica gel, eluted with 67% ethyl ace...